This data is from the Open Reaction Database (ORD), a public repository of structured organic reaction records. The task is: describe an organic reaction: reactants, conditions, products, and yield Starting materials: N1(CCCCC1)C1=NC(=NC=N1)NC=1C=C(C=CC1)CS(=O)(=O)N (3-[(4-(Piperidin-1-yl)-1,3,5-triazin-2-yl)amino]benzenemethane sulfonamide), N1=CC=C2N1CCCN2 (4,5,6,7-tetrahydropyrazolo[1,5-a]pyrimidine). The product is N1=CC=C2N1CCCN2C2=NC(=NC=N2)NC=2C=C(C=CC2)CS(=O)(=O)N (3-[(4-(6,7-Dihydropyrazolo[1,5-a]pyrimidin-4(5H)-yl)-1,3,5-triazin-2-yl)amino]benzenemethanesulfonamide). RXN SMILES: [N:1]1([C:7]2[N:12]=[CH:11][N:10]=[C:9]([NH:13][C:14]3[CH:15]=[C:16]([CH2:20][S:21]([NH2:24])(=[O:23])=[O:22])[CH:17]=[CH:18][CH:19]=3)[N:8]=2)[CH2:6][CH2:5][CH2:4][CH2:3][CH2:2]1.[N:25]1[N:29]2CCCNC2=C[CH:26]=1>>[N:25]1[N:29]2[CH2:4][CH2:3][CH2:2][N:1]([C:7]3[N:12]=[CH:11][N:10]=[C:9]([NH:13][C:14]4[CH:15]=[C:16]([CH2:20][S:21]([NH2:24])(=[O:23])=[O:22])[CH:17]=[CH:18][CH:19]=4)[N:8]=3)[C:6]2=[CH:5][CH:26]=1. Procedure: B47 was prepared following the procedure reported for B1 using Al and 4,5,6,7-tetrahydropyrazolo[1,5-a]pyrimidine. 1H NMR (400 MHz, d6-DMSO, 300K) δ 2.11-2.22 (m, 2H), 4.10-4.20 (m, 4H), 4.22 (s, 2H), 6.85 (bs, 3H), 7.06 (d, J=8.2 Hz, 1H), 7.30 (d, J=8.3 Hz, 1H), 7.34 (s, 1H), 7.54-7.82 (bm, 2H), 8.47 (s, 1H), 10.00 (bs, 1H). MS (ES) C16H18N8O2S requires: 386. found: 387 (M+H)+. Starting materials: CCOC(C)=O, CO, COc1cccc(Cl)c1-c1cc2c(c3c1C(=O)NC3=O)c1cc(O)ccc1n2CCC(=O)NCCN(C)C. Yields the product COc1ccccc1-c1cc2c(c3c1C(=O)NC3=O)c1cc(O)ccc1n2CCC(=O)NCCN(C)C. Reaction SMILES: [C:41]([O:42][CH2:43][CH3:44])(=[O:45])[CH3:46].[CH3:39][OH:40].[Cl:1][c:2]1[c:3](-[c:10]2[cH:11][c:12]3[n:13]([CH2:29][CH2:30][C:31](=[O:32])[NH:33][CH2:34][CH2:35][N:36]([CH3:37])[CH3:38])[c:14]4[cH:15][cH:16][c:17]([OH:28])[cH:18][c:19]4[c:20]3[c:21]3[c:22]2[C:23](=[O:27])[NH:24][C:25]3=[O:26])[c:4]([O:8][CH3:9])[cH:5][cH:6][cH:7]1>>[cH:2]1[c:3](-[c:10]2[cH:11][c:12]3[n:13]([CH2:29][CH2:30][C:31](=[O:32])[NH:33][CH2:34][CH2:35][N:36]([CH3:37])[CH3:38])[c:14]4[cH:15][cH:16][c:17]([OH:28])[cH:18][c:19]4[c:20]3[c:21]3[c:22]2[C:23](=[O:27])[NH:24][C:25]3=[O:26])[c:4]([O:8][CH3:9])[cH:5][cH:6][cH:7]1.